This data is from the Open Reaction Database (ORD), a public repository of structured organic reaction records. The task is: describe an organic reaction: reactants, conditions, products, and yield Starting materials: ON=C(C)C1=CC=C(C=C1)NC(=O)N (N-[4-(1-hydroxyiminoethyl)phenyl]urea), CO (CH3OH), CO (CH3OH), O([Na])C (NaOCH3). The product is ON=C(C)C1=CC=C(C=C1)N1C(NCC1=O)=O (3-[4-(1-hydroxyiminoethyl)phenyl]hydantoin). Reaction SMILES: [OH:1][N:2]=[C:3]([C:5]1[CH:10]=[CH:9][C:8]([NH:11][C:12]([NH2:14])=[O:13])=[CH:7][CH:6]=1)[CH3:4].[O:15]([CH3:17])[Na].[CH3:18]O>>[OH:1][N:2]=[C:3]([C:5]1[CH:10]=[CH:9][C:8]([N:11]2[C:17](=[O:15])[CH2:18][NH:14][C:12]2=[O:13])=[CH:7][CH:6]=1)[CH3:4]. Procedure details: 0.02 mol of this urea is dissolved in 300 mL of CH3OH. The pH is adjusted to approximately 10.0 using 25% NaOCH3 solution in CH3OH. The solution is heated to reflux for 2.5 hours, after which time the solvent is removed in vacuo. The residue is washed with cold water and dried in vacuo to yield the crude 3-[4-(1-hydroxyiminoethyl)phenyl]hydantoin. The hydantoin is purified by recrystallization from CH3OH:H2O. Reactants: [Li]CCCC, C[Si](C)(C)C#CCN=Cc1ccccc1, [Cl-], N#N, [NH4+], C1CCOC1, O, ClC1OCOc2c1ccc(-c1ccccc1)c2-c1ccccc1. The product is C[Si](C)(C)C#CC(N=Cc1ccccc1)C1OCOc2c1ccc(-c1ccccc1)c2-c1ccccc1. As a reaction SMILES: [CH2:18]([Li:19])[CH2:20][CH2:21][CH3:22].[CH3:1][Si:2]([C:3]#[C:4][CH2:5][N:6]=[CH:7][c:8]1[cH:9][cH:10][cH:11][cH:12][cH:13]1)([CH3:14])[CH3:15].[Cl-:46].[N:16]#[N:17].[NH4+:47].[O:49]1[CH2:50][CH2:51][CH2:52][CH2:53]1.[OH2:48].[c:23]1(-[c:29]2[c:30]3[c:31]([cH:37][cH:38][c:39]2-[c:40]2[cH:41][cH:42][cH:43][cH:44][cH:45]2)[CH:32]([Cl:36])[O:33][CH2:34][O:35]3)[cH:24][cH:25][cH:26][cH:27][cH:28]1>>[CH3:1][Si:2]([C:3]#[C:4][CH:5]([N:6]=[CH:7][c:8]1[cH:9][cH:10][cH:11][cH:12][cH:13]1)[CH:32]1[c:31]2[c:30]([c:29](-[c:23]3[cH:24][cH:25][cH:26][cH:27][cH:28]3)[c:39](-[c:40]3[cH:41][cH:42][cH:43][cH:44][cH:45]3)[cH:38][cH:37]2)[O:35][CH2:34][O:33]1)([CH3:14])[CH3:15].